From a dataset of the Open Reaction Database (ORD), a public repository of structured organic reaction records. describe an organic reaction: reactants, conditions, products, and yield Starting materials: CCCCCCCCCCCc1cnc(-c2ccc(O)c(F)c2)nc1, CCCCCCc1ccc(C(=O)O)s1, C(=NC1CCCCC1)=NC1CCCCC1, ClCCl, c1ccc(N2CCCC2)nc1. The product is CCCCCCCCCCCc1cnc(-c2ccc(OC(=O)c3ccc(CCCCCC)s3)c(F)c2)nc1. RXN SMILES: [CH2:15]([CH2:16][CH2:17][CH2:18][CH2:19][CH2:20][CH2:21][CH2:22][CH2:23][CH2:24][CH3:25])[c:26]1[cH:27][n:28][c:29](-[c:32]2[cH:33][c:34]([F:39])[c:35]([OH:38])[cH:36][cH:37]2)[n:30][cH:31]1.[CH2:1]([CH2:2][CH2:3][CH2:4][CH2:5][CH3:6])[c:7]1[cH:8][cH:9][c:10]([C:12](=[O:13])[OH:14])[s:11]1.[CH:40]1([N:41]=[C:42]=[N:43][CH:44]2[CH2:45][CH2:46][CH2:47][CH2:48][CH2:49]2)[CH2:50][CH2:51][CH2:52][CH2:53][CH2:54]1.[Cl:66][CH2:67][Cl:68].[N:55]1([c:56]2[cH:57][cH:58][cH:59][cH:60][n:61]2)[CH2:62][CH2:63][CH2:64][CH2:65]1>>[CH2:1]([CH2:2][CH2:3][CH2:4][CH2:5][CH3:6])[c:7]1[cH:8][cH:9][c:10]([C:12](=[O:13])[O:14][c:35]2[c:34]([F:39])[cH:33][c:32](-[c:29]3[n:28][cH:27][c:26]([CH2:15][CH2:16][CH2:17][CH2:18][CH2:19][CH2:20][CH2:21][CH2:22][CH2:23][CH2:24][CH3:25])[cH:31][n:30]3)[cH:37][cH:36]2)[s:11]1. The reactants are CC(C)(C(=O)O)c1cccc(B(O)O)c1, O=C([O-])[O-], COCCOC, COCc1nc(Cl)cc(NCCc2ccc(Cl)cc2Cl)n1, [Cs+], [Cs+], O, c1ccc(P(c2ccccc2)(c2ccccc2)[Pd](P(c2ccccc2)(c2ccccc2)c2ccccc2)(P(c2ccccc2)(c2ccccc2)c2ccccc2)P(c2ccccc2)(c2ccccc2)c2ccccc2)cc1. Product: COCc1nc(NCCc2ccc(Cl)cc2Cl)cc(-c2cccc(C(C)(C)C(=O)O)c2)n1. As a reaction SMILES: [C:22](=[O:23])([OH:24])[C:25]([CH3:26])([CH3:27])[c:28]1[cH:29][c:30]([B:34]([OH:35])[OH:36])[cH:31][cH:32][cH:33]1.[C:37](=[O:38])([O-:39])[O-:40].[CH3:43][O:44][CH2:45][CH2:46][O:47][CH3:48].[Cl:1][c:2]1[cH:3][c:4]([NH:11][CH2:12][CH2:13][c:14]2[c:15]([Cl:21])[cH:16][c:17]([Cl:20])[cH:18][cH:19]2)[n:5][c:6]([CH2:8][O:9][CH3:10])[n:7]1.[Cs+:41].[Cs+:42].[OH2:49].[cH:50]1[cH:51][cH:52][c:53]([P:54]([Pd:55]([P:56]([c:57]2[cH:58][cH:59][cH:60][cH:61][cH:62]2)([c:63]2[cH:64][cH:65][cH:66][cH:67][cH:68]2)[c:69]2[cH:70][cH:71][cH:72][cH:73][cH:74]2)([P:75]([c:76]2[cH:77][cH:78][cH:79][cH:80][cH:81]2)([c:82]2[cH:83][cH:84][cH:85][cH:86][cH:87]2)[c:88]2[cH:89][cH:90][cH:91][cH:92][cH:93]2)[P:94]([c:95]2[cH:96][cH:97][cH:98][cH:99][cH:100]2)([c:101]2[cH:102][cH:103][cH:104][cH:105][cH:106]2)[c:107]2[cH:108][cH:109][cH:110][cH:111][cH:112]2)([c:113]2[cH:114][cH:115][cH:116][cH:117][cH:118]2)[c:119]2[cH:120][cH:121][cH:122][cH:123][cH:124]2)[cH:125][cH:126]1>>[c:2]1(-[c:30]2[cH:29][c:28]([C:25]([C:22](=[O:23])[OH:24])([CH3:26])[CH3:27])[cH:33][cH:32][cH:31]2)[cH:3][c:4]([NH:11][CH2:12][CH2:13][c:14]2[c:15]([Cl:21])[cH:16][c:17]([Cl:20])[cH:18][cH:19]2)[n:5][c:6]([CH2:8][O:9][CH3:10])[n:7]1. Starting materials: CC(C)OC(=O)Cl, CN1CCN(c2cc(-c3ccc4c(c3)CN(C(=O)OC3CCNCC3)CC4)nc(N)n2)CC1. Product: CC(C)OC(=O)N1CCC(OC(=O)N2CCc3ccc(-c4cc(N5CCN(C)CC5)nc(N)n4)cc3C2)CC1. As a reaction SMILES: [Cl:1][C:2](=[O:3])[O:4][CH:5]([CH3:6])[CH3:7].[NH2:8][c:9]1[n:10][c:11]([N:34]2[CH2:35][CH2:36][N:37]([CH3:40])[CH2:38][CH2:39]2)[cH:12][c:13](-[c:15]2[cH:16][cH:17][c:18]3[c:23]([cH:24]2)[CH2:22][N:21]([C:25](=[O:26])[O:27][CH:28]2[CH2:29][CH2:30][NH:31][CH2:32][CH2:33]2)[CH2:20][CH2:19]3)[n:14]1>>[C:2](=[O:3])([O:4][CH:5]([CH3:6])[CH3:7])[N:31]1[CH2:30][CH2:29][CH:28]([O:27][C:25]([N:21]2[CH2:20][CH2:19][c:18]3[cH:17][cH:16][c:15](-[c:13]4[cH:12][c:11]([N:34]5[CH2:35][CH2:36][N:37]([CH3:40])[CH2:38][CH2:39]5)[n:10][c:9]([NH2:8])[n:14]4)[cH:24][c:23]3[CH2:22]2)=[O:26])[CH2:33][CH2:32]1. Starting materials: COC=1C(=NC=C(N1)OC)C(=O)OCC (ethyl 3,5-dimethoxypyrazine-2-carboxylate), [OH-].[K+] (potassium hydroxide). The solvent is CO (MeOH). Run at time 17 hour. Product: COC=1C(=NC=C(N1)OC)C(=O)O (3,5-dimethoxypyrazine-2-carboxylic acid). Yield: 95.9%. As a reaction SMILES: [CH3:1][O:2][C:3]1[C:4]([C:11]([O:13]CC)=[O:12])=[N:5][CH:6]=[C:7]([O:9][CH3:10])[N:8]=1.[OH-].[K+]>CO>[CH3:1][O:2][C:3]1[C:4]([C:11]([OH:13])=[O:12])=[N:5][CH:6]=[C:7]([O:9][CH3:10])[N:8]=1 |f:1.2|. Procedure: To a solution of ethyl 3,5-dimethoxypyrazine-2-carboxylate (0.314 g, 1.48 mmol) in MeOH (5 mL) at room temperature was added potassium hydroxide (0.135 g, 2.41 mmol). The reaction mixture was stirred at RT for 17 h, quenched with 5 M HCl (0.48 mL), and diluted with EtOAc. The solid was removed by filtration and the filtrate was concentrated. Purification by flash column chromatography on silica gel (10% MeOH in DCM) gave 3,5-dimethoxypyrazine-2-carboxylic acid (0.261 g, 1.42 mmol, 96% yield) as ... Reactants: OC1=C(C=CC(=C1)CN\C=C\1/C(NC(C2=CC=C(C=C12)I)=O)=O)NC(C1=CC=CC=C1)=O (N-[2-hydroxy-4-({[(Z)-(6-iodo-1,3-dioxo-2,3-dihydroisoquinolin-4(1H)-ylidene)methyl]amino}methyl)phenyl]benzamide), NC1=C(C=C(CN\C=C\2/C(NC(C3=CC=C(C=C23)Br)=O)=O)C=C1)O[Si](C(C)C)(C(C)C)C(C)C ((4Z)-4-[({4-amino-3-[(triisopropylsilyl)oxy]benzyl}-amino)methylene]-6-bromoisoquinoline-1,3(2H,4H)-dione), C(C=C)(=O)Cl (acryloyl chloride). Product: BrC=1C=C2/C(/C(NC(C2=CC1)=O)=O)=C/NCC1=CC(=C(C=C1)NC(C=C)=O)O (N-[4-({[(Z)-(6-bromo-1,3-dioxo-2,3-dihydroisoquinolin-4(1H)-ylidene)methyl]amino}methyl)-2-hydroxyphenyl]acrylamide). Reaction SMILES: [OH:1][C:2]1[CH:7]=[C:6]([CH2:8][NH:9]/[CH:10]=[C:11]2\[C:12](=[O:23])[NH:13][C:14](=[O:22])[C:15]3[C:20]\2=[CH:19][C:18](I)=[CH:17][CH:16]=3)[CH:5]=[CH:4][C:3]=1[NH:24][C:25](=[O:32])[C:26]1C=CC=C[CH:27]=1.NC1C=CC(CN/C=C2\C(=O)NC(=O)C3C\2=CC([Br:51])=CC=3)=CC=1O[Si](C(C)C)(C(C)C)C(C)C.C(Cl)(=O)C=C>>[Br:51][C:18]1[CH:19]=[C:20]2[C:15](=[CH:16][CH:17]=1)[C:14](=[O:22])[NH:13][C:12](=[O:23])/[C:11]/2=[CH:10]\[NH:9][CH2:8][C:6]1[CH:5]=[CH:4][C:3]([NH:24][C:25](=[O:32])[CH:26]=[CH2:27])=[C:2]([OH:1])[CH:7]=1. Reported procedure: Following the acetylation and desilylation procedure employed for the preparation of N-[2-hydroxy-4-({[(Z)-(6-iodo-1,3-dioxo-2,3-dihydroisoquinolin-4(1H)-ylidene)methyl]amino}methyl)phenyl]benzamide, (4Z)-4-[({4-amino-3-[(triisopropylsilyl)oxy]benzyl}-amino)methylene]-6-bromoisoquinoline-1,3(2H,4H)-dione (54 mg, 0.10 mmol) is reacted with acryloyl chloride (41 μL, 0.50 mmol). Following desilylation, precipitation, and washing with methanol and diethyl ether, N-[4-({[(Z)-(6-bromo-1,3-dioxo-2,3-di...